From a dataset of the Open Reaction Database (ORD), a public repository of structured organic reaction records. describe an organic reaction: reactants, conditions, products, and yield Reactants: C1CCOC1, O=C1C(O)CCN1c1ccc(C(F)(F)F)cc1, CC(C)(C)OC(=O)N1CCN(c2ccccc2O)CC1, c1ccc(P(c2ccccc2)c2ccccc2)cc1. Product: CC(C)(C)OC(=O)N1CCN(c2ccccc2OC2CCN(c3ccc(C(F)(F)F)cc3)C2=O)CC1. As a reaction SMILES: [O:57]1[CH2:58][CH2:59][CH2:60][CH2:61]1.[OH:1][CH:2]1[C:3](=[O:17])[N:4]([c:7]2[cH:8][cH:9][c:10]([C:13]([F:14])([F:15])[F:16])[cH:11][cH:12]2)[CH2:5][CH2:6]1.[OH:37][c:38]1[c:39]([N:44]2[CH2:45][CH2:46][N:47]([C:50](=[O:51])[O:52][C:53]([CH3:54])([CH3:55])[CH3:56])[CH2:48][CH2:49]2)[cH:40][cH:41][cH:42][cH:43]1.[c:18]1([P:19]([c:20]2[cH:21][cH:22][cH:23][cH:24][cH:25]2)[c:26]2[cH:27][cH:28][cH:29][cH:30][cH:31]2)[cH:32][cH:33][cH:34][cH:35][cH:36]1>>[O:1]([CH:2]1[C:3](=[O:17])[N:4]([c:7]2[cH:8][cH:9][c:10]([C:13]([F:14])([F:15])[F:16])[cH:11][cH:12]2)[CH2:5][CH2:6]1)[c:38]1[c:39]([N:44]2[CH2:45][CH2:46][N:47]([C:50](=[O:51])[O:52][C:53]([CH3:54])([CH3:55])[CH3:56])[CH2:48][CH2:49]2)[cH:40][cH:41][cH:42][cH:43]1.